This data is from the Open Reaction Database (ORD), a public repository of structured organic reaction records. The task is: describe an organic reaction: reactants, conditions, products, and yield Starting materials: Cc1ccccc1, O=C(Cl)CCCl, CC1CC(=O)NN=C1c1ccc(N)cc1. Product: CC1CC(=O)NN=C1c1ccc(NC(=O)CCCl)cc1. As a reaction SMILES: [CH3:22][c:23]1[cH:24][cH:25][cH:26][cH:27][cH:28]1.[Cl:16][CH2:17][CH2:18][C:19](=[O:20])[Cl:21].[NH2:1][c:2]1[cH:3][cH:4][c:5]([C:8]2=[N:13][NH:12][C:11](=[O:14])[CH2:10][CH:9]2[CH3:15])[cH:6][cH:7]1>>[NH:1]([c:2]1[cH:3][cH:4][c:5]([C:8]2=[N:13][NH:12][C:11](=[O:14])[CH2:10][CH:9]2[CH3:15])[cH:6][cH:7]1)[C:19]([CH2:18][CH2:17][Cl:16])=[O:20]. The reactants are ClCC=1C=C(C(=CC1CCl)OC)OC (4,5-bischloromethyl veratrol), [OH-].[Na+] (sodium hydroxide), C(C1=CC=CC=C1)N (benzylamine). The reagents and catalysts are CCCCCCCC[N+](C)(CCCCCCCC)CCCCCCCC.[Cl-] (Starks catalyst). Run in C1(=CC=CC=C1)C (toluene). Reaction conditions: time 20 hour. The product is C(C1=CC=CC=C1)N1CC2=CC(=C(C=C2C1)OC)OC (2-benzyl-5 6-dimethoxyisoindoline). The yield is 70.0%. Reaction SMILES: Cl[CH2:2][C:3]1[CH:4]=[C:5]([O:13][CH3:14])[C:6]([O:11][CH3:12])=[CH:7][C:8]=1[CH2:9]Cl.[OH-].[Na+].[CH2:17]([NH2:24])[C:18]1[CH:23]=[CH:22][CH:21]=[CH:20][CH:19]=1>CCCCCCCC[N+](CCCCCCCC)(CCCCCCCC)C.[Cl-].C1(C)C=CC=CC=1>[CH2:17]([N:24]1[CH2:9][C:8]2[C:3](=[CH:4][C:5]([O:13][CH3:14])=[C:6]([O:11][CH3:12])[CH:7]=2)[CH2:2]1)[C:18]1[CH:23]=[CH:22][CH:21]=[CH:20][CH:19]=1 |f:1.2,4.5|. Procedure: 2.35 g (10 mmol) of 4,5-bischloromethyl veratrol was added at room temperature to a suspension comprising 5 ml of a 50% sodium hydroxide aqueous solution, 25 ml of toluene, 1.25 g (11.66 mmol) of benzylamine and 0.2 g of a Starks catalyst. The mixture was stirred at room temperature for 20 hours, and then the organic layer was separated and dried over anhydrous sodium sulfate. The solvent was distilled off under reduced pressure, and the crystalline residue was washed with isopropyl ether to obt... Reactants: CN (methylamine), C1(CC1)C(CCN(C)C)=O (1-cyclopropyl-3-dimethylamino-1-propanone). Solvent: C1=CC=CC=C1 (benzene). Yields the product C1(CC1)C(CCNC)=O (1-Cyclopropyl-3-methylamino-1-propanone). RXN SMILES: [CH:1]1([C:4](=[O:10])[CH2:5][CH2:6][N:7](C)[CH3:8])[CH2:3][CH2:2]1.CN>C1C=CC=CC=1>[CH:1]1([C:4](=[O:10])[CH2:5][CH2:6][NH:7][CH3:8])[CH2:3][CH2:2]1. Reported procedure: A solution of 42.5 g. (0.3 mole) of 1-cyclopropyl-3-dimethylamino-1-propanone in 200 ml. of benzene was refluxed while methylamine was bubbled through the solution for 8 hours. The nuclear magnetic resonance spectrum indicated a 90% conversion to 1-cyclopropyl-3-methylamino-1-propanone.